Dataset: the Open Reaction Database (ORD), a public repository of structured organic reaction records. Task: describe an organic reaction: reactants, conditions, products, and yield Starting materials: Cl (hydrochloric acid), O=C1COC2=C1C=CC(=C2)NC(C)=O (N-(3-oxo-2,3-dihydro-1-benzofuran-6-yl)acetamide), ice water, C([O-])(O)=O.[Na+] (sodium bicarbonate), C(C)(=O)OCC (ethyl acetate). Run in CO (methanol). Yields the product NC1=CC2=C(C(CO2)=O)C=C1 (6-Amino-1-benzofuran-3(2H)-one). RXN SMILES: Cl.[O:2]=[C:3]1[C:7]2[CH:8]=[CH:9][C:10]([NH:12]C(=O)C)=[CH:11][C:6]=2[O:5][CH2:4]1.C(=O)(O)[O-].[Na+].C(OCC)(=O)C>CO>[NH2:12][C:10]1[CH:9]=[CH:8][C:7]2[C:3](=[O:2])[CH2:4][O:5][C:6]=2[CH:11]=1 |f:2.3|. Procedure: 5 ml of 1 N hydrochloric acid are added to a solution of 500 mg (2.62 mmol) of N-(3-oxo-2,3-dihydro-1-benzofuran-6-yl)acetamide in 5 ml of methanol, and the mixture is heated under reflux for one hour. After cooling, the mixture is added to a mixture of ice-water, saturated sodium bicarbonate solution and ethyl acetate. The organic phase is separated off, washed with water and saturated sodium chloride solution, dried over magnesium sulfate, filtered and concentrated. 318 mg (61% of theory) of t... Starting materials: NC1=NC=CC(=N1)C=1C=CC(=C(C1)C(O)C1=CC=CC=C1)F ([5-(2-amino-4-pyrimidinyl)-2-fluorophenyl]-(phenyl)methanol), CC(=O)OI1(C=2C=CC=CC2C(=O)O1)(OC(=O)C)OC(=O)C (Dess-Martin periodinane). The solvent is C(Cl)Cl (methylene chloride). Reaction conditions: time 30 minute. Yields the product NC1=NC=CC(=N1)C=1C=CC(=C(C1)C(=O)C1=CC=CC=C1)F ([5-(2-amino-4-pyrimidinyl)-2-fluorophenyl](phenyl)methanone). As a reaction SMILES: [NH2:1][C:2]1[N:7]=[C:6]([C:8]2[CH:9]=[CH:10][C:11]([F:22])=[C:12]([CH:14]([C:16]3[CH:21]=[CH:20][CH:19]=[CH:18][CH:17]=3)[OH:15])[CH:13]=2)[CH:5]=[CH:4][N:3]=1.CC(OI1(OC(C)=O)(OC(C)=O)OC(=O)C2C=CC=CC1=2)=O>C(Cl)Cl>[NH2:1][C:2]1[N:7]=[C:6]([C:8]2[CH:9]=[CH:10][C:11]([F:22])=[C:12]([C:14]([C:16]3[CH:21]=[CH:20][CH:19]=[CH:18][CH:17]=3)=[O:15])[CH:13]=2)[CH:5]=[CH:4][N:3]=1. Procedure details: A round-bottomed flask was charged with [5-(2-amino-4-pyrimidinyl)-2-fluorophenyl]-(phenyl)methanol and dissolved in methylene chloride (10 mL). The resulting solution was treated with Dess-Martin periodinane and stirred at room temperature for 30 min. The reaction was quenched with a saturated solution of sodium bicarbonate, then the organic layer was removed, dried over magnesium sulfate and concentrated. The residue was purified by silica gel chromatography to provide [5-(2-amino-4-pyrimidiny...